Dataset: the Open Reaction Database (ORD), a public repository of structured organic reaction records. Task: describe an organic reaction: reactants, conditions, products, and yield Product: CC1=C(C(=CC=C1)C)N(C(C1=CC=CC=C1)=O)CC(C)N(CC)CC (1-[N-(2,6-dimethylphenyl)-benzamido]-2-diethylamino-propane). The reactants are crude base, CC1=C(C(=CC=C1)C)N(C(C1=CC=CC=C1)=O)CC(C)Cl (1-[N-(2,6-dimethylphenyl)-benzamido]-2-chloro-propane), C(C)NCC (diethyl amine), steel. Run in C(C)(C)OC(C)C (diisopropyl ether). The yield is 64.3%. Reaction SMILES: [CH3:1][C:2]1[CH:7]=[CH:6][CH:5]=[C:4]([CH3:8])[C:3]=1[N:9]([CH2:18][CH:19](Cl)[CH3:20])[C:10](=[O:17])[C:11]1[CH:16]=[CH:15][CH:14]=[CH:13][CH:12]=1.[CH2:22]([NH:24][CH2:25][CH3:26])[CH3:23]>C(OC(C)C)(C)C>[CH3:1][C:2]1[CH:7]=[CH:6][CH:5]=[C:4]([CH3:8])[C:3]=1[N:9]([CH2:18][CH:19]([N:24]([CH2:25][CH3:26])[CH2:22][CH3:23])[CH3:20])[C:10](=[O:17])[C:11]1[CH:16]=[CH:15][CH:14]=[CH:13][CH:12]=1. Procedure details: A mixture of 6.0 g (20 mmoles) of 1-[N-(2,6-dimethylphenyl)-benzamido]-2-chloro-propane and 10.3 ml (7.3 g, 0.1 mole) of diethyl amine is heated at 160° C. for 12 hours in a steel bomb. The mixture is cooled and processed as described in Example 16. The resulting oily crude base, weighing 5.0 g, is dissolved in 30 ml of diisopropyl ether, the solution is allowed to stand for one day, and then the insolubles are filtered off. The filtrate is evaporated under reduced pressure. 4.35 g (64%) of 1-[N... Reaction conditions: time 1 day. Reported procedure: N-[4-(3-Chloro-4-fluoro-phenylamino)-3-cyano-7-ethoxy-6-quinolinyl)-4-bromo-2-butenamide (150 mg, 0.3 mmol) in 0.7 mL of DMF was reacted with (R)-(+)-3-pyrrolidinol (0.2 mL, 2.4 mmol) at room temperature. After reacting for 4 hours, the reaction solution was added into saturated sodium bicarbonate solution. The resulting precipitate was filtered and washed with water and ether consecutively to give 150 mg of the title compound as a light brown solid, mp 139-143° C.; MS (ES) m/z calcd. 583.2236, ... Reaction SMILES: [Cl:1][C:2]1[CH:3]=[C:4]([NH:9][C:10]2[C:19]3[C:14](=[CH:15][C:16]([O:27][CH2:28]C)=[C:17]([NH:20][C:21](=[O:26])[CH:22]=[CH:23][CH2:24]Br)[CH:18]=3)[N:13]=[CH:12][C:11]=2[C:30]#[N:31])[CH:5]=[CH:6][C:7]=1[F:8].[NH:32]1[CH2:36][CH2:35][C@@H:34]([OH:37])[CH2:33]1.[C:38](=[O:41])(O)[O-].[Na+]>CN(C=O)C>[Cl:1][C:2]1[CH:3]=[C:4]([NH:9][C:10]2[C:19]3[C:14](=[CH:15][C:16]([O:27][CH3:28])=[C:17]([NH:20][C:21](=[O:26])[CH2:22][CH:23]([N:9]4[CH2:4][CH2:3][CH:38]([OH:41])[CH2:10]4)[CH2:24][N:32]4[CH2:36][CH2:35][CH:34]([OH:37])[CH2:33]4)[CH:18]=3)[N:13]=[CH:12][C:11]=2[C:30]#[N:31])[CH:5]=[CH:6][C:7]=1[F:8] |f:2.3|. Yields the product ClC=1C=C(C=CC1F)NC1=C(C=NC2=CC(=C(C=C12)NC(CC(CN1CC(CC1)O)N1CC(CC1)O)=O)OC)C#N (N-[4-(3-Chloro-4-fluoro-phenylamino)-3-cyano-7-methoxy-quinolin-6-yl]-3,4-bis-(3-hydroxy-pyrrolidin-1-yl)-butyramide). Conditions: time 4 hour. The solvent is CN(C)C=O (DMF). The reactants are ClC=1C=C(C=CC1F)NC1=C(C=NC2=CC(=C(C=C12)NC(C=CCBr)=O)OCC)C#N (N-[4-(3-Chloro-4-fluoro-phenylamino)-3-cyano-7-ethoxy-6-quinolinyl)-4-bromo-2-butenamide), N1C[C@@H](CC1)O ((R)-(+)-3-pyrrolidinol), C([O-])(O)=O.[Na+] (sodium bicarbonate). Reactants: N1=CC=CC=C1 (pyridine), C1(=CC=CC2=CC=CC=C12)COC1=CC=C(C=C1)CO ((4-(naphthalen-1-ylmethoxy)phenyl)methanol), P(Br)(Br)Br (PBr3). Solvent: C1(=CC=CC=C1)C (toluene). Run at temperature 0 celsius, time 1 hour. The product is BrCC1=CC=C(OCC2=CC=CC3=CC=CC=C23)C=C1 (1-((4-(bromomethyl)phenoxy)methyl)naphthalene). Isolated yield 53.1%. Reaction SMILES: [C:1]1([CH2:11][O:12][C:13]2[CH:18]=[CH:17][C:16]([CH2:19]O)=[CH:15][CH:14]=2)[C:10]2[C:5](=[CH:6][CH:7]=[CH:8][CH:9]=2)[CH:4]=[CH:3][CH:2]=1.N1C=CC=CC=1.P(Br)(Br)[Br:28]>C1(C)C=CC=CC=1>[Br:28][CH2:19][C:16]1[CH:17]=[CH:18][C:13]([O:12][CH2:11][C:1]2[C:10]3[C:5](=[CH:6][CH:7]=[CH:8][CH:9]=3)[CH:4]=[CH:3][CH:2]=2)=[CH:14][CH:15]=1. Procedure: A suspension of sodium ethoxide (924 mg, 13.6 mmol) in DMF was stirred at 0° C. for 10 min. Ethyl 4-hydroxy benzoate (2.26 g, 13.6 mmol) was slowly added and resulting mixture was stirred at this temp for 0.5 h, then allowed to reach room temp. To this mixture 1-(bromomethyl)naphthalene (2.0 g, 9.0 mmol) was added dropwise [(predissolved in DMF (5 mL)]. Resulting mixture was stirred at room temperature for 16 h. DMF was evaporated off in-vacuo and the residue taken up in EtOAc, and washed with b...